The task is: describe an organic reaction: reactants, conditions, products, and yield. This data is from the Open Reaction Database (ORD), a public repository of structured organic reaction records. Reactants: C(C)OC(CC1=CC=C(C=C1)S(=O)(=O)CC)=O (ethyl2-(4-(ethylsulfonyl)phenyl)acetate), [OH-].[Na+] (NaOH). The solvent is CCO (EtOH), O (water). Conditions: time 16 hour. Product: desired product, C(C)S(=O)(=O)C1=CC=C(C=C1)CC(=O)O (2-(4-(ethylsulfonyl)phenyl)acetic acid). Isolated yield 82.0%. Reaction SMILES: C([O:3][C:4](=[O:17])[CH2:5][C:6]1[CH:11]=[CH:10][C:9]([S:12]([CH2:15][CH3:16])(=[O:14])=[O:13])=[CH:8][CH:7]=1)C.[OH-].[Na+]>CCO.O>[CH2:15]([S:12]([C:9]1[CH:10]=[CH:11][C:6]([CH2:5][C:4]([OH:17])=[O:3])=[CH:7][CH:8]=1)(=[O:14])=[O:13])[CH3:16] |f:1.2|. Reported procedure: To a solution of ethyl2-(4-(ethylsulfonyl)phenyl)acetate (10.0 g, 39 mmol) in EtOH (100 mL) was added a solution of NaOH (5.7 g, 142.5 mmol) in water (100 mL). The reaction mixture was stirred at rt for 16 h. EtOH was removed under reduced pressure. The aqueous layer was adjusted to pH=1 with 6 N aq. HCl and extracted with ethyl acetate (3×100 mL). The combined organic layers were washed with brine (2×100 mL), dried over anhydrous Na2SO4, filtered and concentrated under reduced pressure to give ...